From a dataset of the Open Reaction Database (ORD), a public repository of structured organic reaction records. describe an organic reaction: reactants, conditions, products, and yield Starting materials: CON(C(=O)C1=C(C(=CC=C1)F)C1=CCN(CC1)C(=O)OC(C)(C)C)C (tert-butyl 4-(2-(N-methoxy-N-methylcarbamoyl)-6-fluorophenyl)-5,6-dihydropyridine-1(2H)-carboxylate). Reagents/catalysts: O=[Pt]=O (PtO2), O=[Pt]=O (PtO2). The solvent is CCO (EtOH). Conditions: time 3 hour. Product: CON(C(=O)C1=C(C(=CC=C1)F)C1CCN(CC1)C(=O)OC(C)(C)C)C (tert-Butyl 4-(2-(N-methoxy-N-methylcarbamoyl)-6-fluorophenyl)piperidine-1-carboxylate). As a reaction SMILES: [CH3:1][O:2][N:3]([CH3:26])[C:4]([C:6]1[CH:11]=[CH:10][CH:9]=[C:8]([F:12])[C:7]=1[C:13]1[CH2:18][CH2:17][N:16]([C:19]([O:21][C:22]([CH3:25])([CH3:24])[CH3:23])=[O:20])[CH2:15][CH:14]=1)=[O:5]>CCO.O=[Pt]=O>[CH3:1][O:2][N:3]([CH3:26])[C:4]([C:6]1[CH:11]=[CH:10][CH:9]=[C:8]([F:12])[C:7]=1[CH:13]1[CH2:14][CH2:15][N:16]([C:19]([O:21][C:22]([CH3:24])([CH3:23])[CH3:25])=[O:20])[CH2:17][CH2:18]1)=[O:5]. Reported procedure: A solution of tert-butyl 4-(2-(N-methoxy-N-methylcarbamoyl)-6-fluorophenyl)-5,6-dihydropyridine-1(2H)-carboxylate (450 mg, 1.235 mmol) and PtO2 (180 mg) in EtOH (19 mL) was shaken in a Parr flask for 1 h15 under 51 psi of H2. The reaction was monitored by LC/MS. Unreacted SM was detected, so another 150 mg of PtO2 (total: 450 mg, 30 wt %) was then added and the mixture was hydrogenated under 50 psi for another 3 h. Mostly desired product was detected after 4 h by LC/MS (Rt=2.83 min). The catalys... Reactants: O (water), O (water), O.C1(=CC=C(C=C1)S(=O)(=O)O)C (p-toluenesulphonic acid monohydrate), BrC1=C(C=CC=C1)NN (2-bromophenylhydrazine), O.C1(=CC=C(C=C1)S(=O)(=O)O)C (p-toluenesulphonic acid monohydrate), C(C(=O)C)(=O)OCC (ethyl pyruvate), O (water). Run in C(C)(=O)OCC (ethyl acetate), C1(=CC=CC=C1)C (toluene), C1(=CC=CC=C1)C (toluene). Reaction conditions: temperature 40 celsius, time 15 minute. Product: BrC=1C=CC=C2C=C(NC12)C(=O)OCC (Ethyl 7-bromo-1H-indole-2-carboxylate). RXN SMILES: [Br:1][C:2]1[CH:7]=[CH:6][CH:5]=[CH:4][C:3]=1[NH:8]N.O.C1(C)C=CC(S(O)(=O)=O)=CC=1.[C:22]([O:27][CH2:28][CH3:29])(=[O:26])[C:23]([CH3:25])=O.O>C1(C)C=CC=CC=1.C(OCC)(=O)C>[Br:1][C:2]1[CH:7]=[CH:6][CH:5]=[C:4]2[C:3]=1[NH:8][C:23]([C:22]([O:27][CH2:28][CH3:29])=[O:26])=[CH:25]2 |f:1.2|. Reported procedure: 11.0 g 2-bromophenylhydrazine and 550 mg p-toluenesulphonic acid monohydrate are dissolved in 200 ml of toluene, combined with 6.74 ml ethyl pyruvate and refluxed for 2 hours using the water separator. The mixture is allowed to cool to 40° C. and combined with a solution that is obtained by dissolving 44.75 g p-toluenesulphonic acid monohydrate in 300 ml of toluene and refluxing for two hours using the water separator. Then the mixture is refluxed for 12 hours using the water separator. After co...